From a dataset of the Open Reaction Database (ORD), a public repository of structured organic reaction records. describe an organic reaction: reactants, conditions, products, and yield The reactants are CCO, CCCCCN(C(=O)C(F)(F)F)c1ccc2c(c1)C(C)(C)CCC2(C)C, [K+], [OH-], O. Yields the product CCCCCNc1ccc2c(c1)C(C)(C)CCC2(C)C. RXN SMILES: [CH3:29][CH2:30][OH:31].[F:1][C:2]([F:3])([F:4])[C:25]([N:5]([c:6]1[cH:7][c:8]2[c:13]([cH:14][cH:15]1)[C:12]([CH3:16])([CH3:17])[CH2:11][CH2:10][C:9]2([CH3:18])[CH3:19])[CH2:20][CH2:21][CH2:22][CH2:23][CH3:24])=[O:26].[K+:28].[OH-:27].[OH2:32]>>[NH:5]([c:6]1[cH:7][c:8]2[c:13]([cH:14][cH:15]1)[C:12]([CH3:16])([CH3:17])[CH2:11][CH2:10][C:9]2([CH3:18])[CH3:19])[CH2:20][CH2:21][CH2:22][CH2:23][CH3:24]. Reactants: COCCN1CCC2=C(CC1)C=C(C=C2)N (3-(2-methoxyethyl)-2,3,4,5-tetrahydro-1H-benzo[d]azepin-7-ylamine), ClC1=NC=C(C(=N1)NC=1C=CC(=C2CN(C(C12)=O)C)N1CCN(CC1)C(C)C)Cl (7-(2,5-dichloropyrimidin-4-ylamino)-4-(4-isopropylpiperazin-1-yl)-2-methyl-2,3-dihydroisoindol-1-one). Product: ClC=1C(=NC(=NC1)NC1=CC2=C(CCN(CC2)CCOC)C=C1)NC=1C=CC(=C2CN(C(C12)=O)C)N1CCN(CC1)C(C)C (7-{5-Chloro-2-[3-(2-methoxy-ethyl)-2,3,4,5-tetrahydro-1H-3-benzazepin-7-ylamino]-pyrimidin-4-ylamino}-4-(4-isopropyl-piperazin-1-yl)-2-methyl-2,3-dihydro-isoindol-1-one), solid. The yield is 60.0%. RXN SMILES: [CH3:1][O:2][CH2:3][CH2:4][N:5]1[CH2:11][CH2:10][C:9]2[CH:12]=[C:13]([NH2:16])[CH:14]=[CH:15][C:8]=2[CH2:7][CH2:6]1.Cl[C:18]1[N:23]=[C:22]([NH:24][C:25]2[CH:26]=[CH:27][C:28]([N:36]3[CH2:41][CH2:40][N:39]([CH:42]([CH3:44])[CH3:43])[CH2:38][CH2:37]3)=[C:29]3[C:33]=2[C:32](=[O:34])[N:31]([CH3:35])[CH2:30]3)[C:21]([Cl:45])=[CH:20][N:19]=1>>[Cl:45][C:21]1[C:22]([NH:24][C:25]2[CH:26]=[CH:27][C:28]([N:36]3[CH2:37][CH2:38][N:39]([CH:42]([CH3:44])[CH3:43])[CH2:40][CH2:41]3)=[C:29]3[C:33]=2[C:32](=[O:34])[N:31]([CH3:35])[CH2:30]3)=[N:23][C:18]([NH:16][C:13]2[CH:14]=[CH:15][C:8]3[CH2:7][CH2:6][N:5]([CH2:4][CH2:3][O:2][CH3:1])[CH2:11][CH2:10][C:9]=3[CH:12]=2)=[N:19][CH:20]=1. Procedure details: The title compound was prepared from 3-(2-methoxyethyl)-2,3,4,5-tetrahydro-1H-benzo[d]azepin-7-ylamine (35 mg, 0.16 mmol) and 7-(2,5-dichloropyrimidin-4-ylamino)-4-(4-isopropylpiperazin-1-yl)-2-methyl-2,3-dihydroisoindol-1-one (70 mg, 0.2 mmol) in an analogous manner to Example 946 to afford a pale yellow solid (60 mg, 60%). Mp: 190-2° C. LCMS (m/e) 619 (M+1); 1H-NMR (CDCl3, 400 MHz) δ 10.60 (s, 1H), 8.63 (d, J=8 Hz, 1H), 8.09 (s, 1H), 7.39 (s, 1H), 7.29 (m, 1H), 7.10 (m, 2H), 6.92 (s, 1H), 4.39...